This data is from the Open Reaction Database (ORD), a public repository of structured organic reaction records. The task is: describe an organic reaction: reactants, conditions, products, and yield Reactants: Cl.N(N)CC(=O)OCC (ethyl hydrazinoacetate hydrochloride), CN(/C=C/C(=O)C1=CC=CC=C1)C ((E)-3-(dimethylamino)-1-phenylprop-2-en-1-one), C(=O)([O-])[O-].[K+].[K+] (K2CO3), Cl (HCl). The solvent is CCO (EtOH), CC(OCC)=O (EA). Reaction conditions: temperature 80 celsius, time 20 hour. The product is C1(=CC=CC=C1)C1=CC=NN1CC(=O)O ((5-Phenyl-pyrazol-1-yl)-acetic acid). The yield is 63.6%. Reaction SMILES: Cl.[NH:2]([CH2:4][C:5]([O:7]CC)=[O:6])[NH2:3].CN(C)/[CH:12]=[CH:13]/[C:14]([C:16]1[CH:21]=[CH:20][CH:19]=[CH:18][CH:17]=1)=O.C([O-])([O-])=O.[K+].[K+].Cl>CCO.CC(=O)OCC>[C:16]1([C:14]2[N:2]([CH2:4][C:5]([OH:7])=[O:6])[N:3]=[CH:12][CH:13]=2)[CH:21]=[CH:20][CH:19]=[CH:18][CH:17]=1 |f:0.1,3.4.5|. Procedure: To a solution of ethyl hydrazinoacetate hydrochloride (866 mg) in EtOH (20 mL) was added (E)-3-(dimethylamino)-1-phenylprop-2-en-1-one (981 mg) and K2CO3 (774 mg). The reaction mixture was stirred at 80° C. for 20 h, cooled down and the pH was brought to 2-3 by adding 1M HCl. EA was added and the phases were separated. The org. layer was washed with brine, dried (Na2SO4) and evaporated in vacuo to afford 720 mg of white solid. LC-MS (B): tR=0.63 min; [M+H]+: 203.43. The reactants are C(C)(C)(C)C=1C=C(C(=C(C1)C(C)=O)OCOC)C=1C=NC(=CC1)C(F)(F)F (1-(5-(tert-butyl)-2-(methoxymethoxy)-3-(6-(trifluoromethyl)pyridin-3-yl)phenyl)ethan-1-one), C1(=CC=C(C=C1)S(=O)(=O)O)C (para-toluenesulfonic acid). Run in CO (methanol). Reaction conditions: temperature 40 celsius. Yields the product C(C)(C)(C)C=1C=C(C(=C(C1)C(C)=O)O)C=1C=NC(=CC1)C(F)(F)F (1-(5-(tert-butyl)-2-hydroxy-3-(6-(trifluoromethyl)pyridin-3-yl)phenyl)ethan-1-one). Yield: 87.1%. RXN SMILES: [C:1]([C:5]1[CH:6]=[C:7]([C:18]2[CH:19]=[N:20][C:21]([C:24]([F:27])([F:26])[F:25])=[CH:22][CH:23]=2)[C:8]([O:14]COC)=[C:9]([C:11](=[O:13])[CH3:12])[CH:10]=1)([CH3:4])([CH3:3])[CH3:2].C1(C)C=CC(S(O)(=O)=O)=CC=1>CO>[C:1]([C:5]1[CH:6]=[C:7]([C:18]2[CH:19]=[N:20][C:21]([C:24]([F:27])([F:25])[F:26])=[CH:22][CH:23]=2)[C:8]([OH:14])=[C:9]([C:11](=[O:13])[CH3:12])[CH:10]=1)([CH3:2])([CH3:3])[CH3:4]. Procedure: To a solution of 1-(5-(tert-butyl)-2-(methoxymethoxy)-3-(6-(trifluoromethyl)pyridin-3-yl)phenyl)ethan-1-one (440 mg, 1.15 mmol) in methanol (5 mL) was added para-toluenesulfonic acid (330 mg, 1.72 mmol) and the reaction mixture heated to 40° C. After 30 minutes the reaction mixture was partitioned between ethyl acetate and saturated aqueous sodium bicarbonate solution. The organic phase was separated, dried (Na2SO4), filtered and purified by flash chromatography on silica eluting with 0-100% eth...